This data is from the Open Reaction Database (ORD), a public repository of structured organic reaction records. The task is: describe an organic reaction: reactants, conditions, products, and yield Starting materials: O=C([O-])[O-], C1CCOC1, CCCCCCC, O=C(Cl)CCCl, [K+], [K+], CNC(=O)c1c(N)sc2c1CCCC2. Product: CNC(=O)c1c(NC(=O)CCCl)sc2c1CCCC2. Reaction SMILES: [C:15](=[O:16])([O-:17])[O-:18].[CH2:34]1[O:35][CH2:36][CH2:37][CH2:38]1.[CH3:27][CH2:28][CH2:29][CH2:30][CH2:31][CH2:32][CH3:33].[Cl:21][CH2:22][CH2:23][C:24](=[O:25])[Cl:26].[K+:19].[K+:20].[NH2:1][c:2]1[c:3]([C:11](=[O:12])[NH:13][CH3:14])[c:4]2[c:5]([s:6]1)[CH2:7][CH2:8][CH2:9][CH2:10]2>>[NH:1]([c:2]1[c:3]([C:11](=[O:12])[NH:13][CH3:14])[c:4]2[c:5]([s:6]1)[CH2:7][CH2:8][CH2:9][CH2:10]2)[C:24]([CH2:23][CH2:22][Cl:21])=[O:25].